From a dataset of the Open Reaction Database (ORD), a public repository of structured organic reaction records. describe an organic reaction: reactants, conditions, products, and yield The reactants are Cl (hydrochloric acid), C(C)OCCOC1=NC=C(C=C1)C=C(C)[N+](=O)[O-] (1-[2-(2-ethoxyethoxy)-5-pyridyl]-2-nitro-1-propene), CO (methanol). Reagents/catalysts: [Fe] (iron). The product is C(C)OCCOC1=NC=C(C=C1)CC(C)=O ([2-(2-Ethoxyethoxy)-5-pyridyl]acetone). RXN SMILES: Cl.[CH2:2]([O:4][CH2:5][CH2:6][O:7][C:8]1[CH:13]=[CH:12][C:11]([CH:14]=[C:15]([N+]([O-])=O)[CH3:16])=[CH:10][N:9]=1)[CH3:3].C[OH:21]>[Fe]>[CH2:2]([O:4][CH2:5][CH2:6][O:7][C:8]1[CH:13]=[CH:12][C:11]([CH2:14][C:15](=[O:21])[CH3:16])=[CH:10][N:9]=1)[CH3:3]. Reported procedure: 6.5 ml of concentrated hydrochloric acid are added dropwise to a boiling suspension of 800 mg (3.2 mmol) of 1-[2-(2-ethoxyethoxy)-5-pyridyl]-2-nitro-1-propene and 710 mg of iron filings in 10 ml of methanol. After 30 minutes the mixture is filtered and diluted with water. It is washed with ether, adjusted to pH 7 and extracted with ether. The organic phase is washed with 1% strength aqueous sodium hydroxide solution and then with water, dried over sodium sulphate and evaporated.